From a dataset of the Open Reaction Database (ORD), a public repository of structured organic reaction records. describe an organic reaction: reactants, conditions, products, and yield Starting materials: FC=1C=CC(=C(C1)C1=C2C(=NC=C1)NC(=C2)C2=CCC(CC2)C(=O)OCC)OC (ethyl 4-(4-(5-fluoro-2-methoxyphenyl)-1H-pyrrolo[2,3-b]pyridin-2-yl)cyclohex-3-enecarboxylate), [OH-].[Na+] (sodium hydroxide). Run in O (water), O1CCOCC1 (dioxane). Run at temperature 50 celsius. The product is FC=1C=CC(=C(C1)C1=C2C(=NC=C1)NC(=C2)C2=CCC(CC2)C(=O)O)OC (4-[4-(5-fluoro-2-methoxyphenyl)-1H-pyrrolo[2,3-b]pyridin-2-yl]cyclohex-3-ene-1-carboxylic acid). Reaction SMILES: [F:1][C:2]1[CH:3]=[CH:4][C:5]([O:28][CH3:29])=[C:6]([C:8]2[CH:13]=[CH:12][N:11]=[C:10]3[NH:14][C:15]([C:17]4[CH2:22][CH2:21][CH:20]([C:23]([O:25]CC)=[O:24])[CH2:19][CH:18]=4)=[CH:16][C:9]=23)[CH:7]=1.[OH-].[Na+]>O1CCOCC1.O>[F:1][C:2]1[CH:3]=[CH:4][C:5]([O:28][CH3:29])=[C:6]([C:8]2[CH:13]=[CH:12][N:11]=[C:10]3[NH:14][C:15]([C:17]4[CH2:22][CH2:21][CH:20]([C:23]([OH:25])=[O:24])[CH2:19][CH:18]=4)=[CH:16][C:9]=23)[CH:7]=1 |f:1.2|. Procedure: To a solution of Example 219B (350 mg, 0.887 mmol) in 10 mL dioxane was added 6M aqueous sodium hydroxide (1.479 mL, 8.87 mmol). The mixture was heated at 50° C. for 12 hours, cooled and diluted with 25 mL water. The basic aqueous layer was extracted with ethyl acetate (twice) and the organics were discarded. To the basic aqueous layer was added 25 mL ethyl acetate and the aqueous layer made slightly acidic with 2.5M hydrochloric acid. The aqueous layer was extracted with ethyl acetate (twice) a... The reactants are CN1N=C(C2=C1SC(=C2)C(=O)O)C (1,3-dimethyl-1H-thieno[2,3-c]pyrazole-5-carboxylic acid), N1=CC=CC2=CC=CC=C12 (quinoline). Reagents/catalysts: [Cu] (copper). Conditions: temperature 200 celsius. Yields the product CN1N=C(C2=C1SC=C2)C (1,3-Dimethyl-1H-thieno[2,3-c]pyrazole). The yield is 69.0%. As a reaction SMILES: [CH3:1][N:2]1[C:6]2[S:7][C:8](C(O)=O)=[CH:9][C:5]=2[C:4]([CH3:13])=[N:3]1.N1C2C(=CC=CC=2)C=CC=1>[Cu]>[CH3:1][N:2]1[C:6]2[S:7][CH:8]=[CH:9][C:5]=2[C:4]([CH3:13])=[N:3]1. Procedure: A mixture of 1,3-dimethyl-1H-thieno[2,3-c]pyrazole-5-carboxylic acid (2 g, 10.19 mmol), copper (1.943 g, 30.6 mmol) and quinoline (10 mL, 85 mmol) were heated to 200° C. for 1 hour in a Biotage Initiator microwave. Following heating, the mixture was extracted with ethyl acetate (3×100 mL) and 3N HCl (200 mL). The organic layers were combined, dried over sodium sulfate, concentrated, and purified via silica gel flash chromatography, eluting with a gradient of 10-40% EtOAc and hexane to give the t... Reactants: O=C1CCC(=O)N1Br, CN(C)C=O, COc1cc(Cl)ccn1, O. Yields the product COc1cc(Cl)c(Br)cn1. Reaction SMILES: [Br:10][N:11]1[C:12](=[O:13])[CH2:14][CH2:15][C:16]1=[O:17].[CH3:19][N:20]([CH3:21])[CH:22]=[O:23].[Cl:1][c:2]1[cH:3][c:4]([O:8][CH3:9])[n:5][cH:6][cH:7]1.[OH2:18]>>[Cl:1][c:2]1[cH:3][c:4]([O:8][CH3:9])[n:5][cH:6][c:7]1[Br:10]. Starting materials: FC=1C=CC(=NC1)OCC1=CC=C(C=O)C=C1 (4-(5-fluoro-pyridin-2-yloxymethyl)benzaldehyde), [N+](=O)([O-])C (nitromethane), C(C)(=O)[O-].[NH4+] (ammonium acetate). The solvent is C(C)(=O)O (acetic acid). Conditions: temperature 100 celsius, time 10 hour. Product: FC=1C=CC(=NC1)OCC1=CC=C(C=C1)\C=C\[N+](=O)[O-] (5-Fluoro-2-(4-((E)-nitro-vinyl)-benzyloxy)-pyridine). Yield: 90.4%. As a reaction SMILES: [F:1][C:2]1[CH:3]=[CH:4][C:5]([O:8][CH2:9][C:10]2[CH:17]=[CH:16][C:13]([CH:14]=O)=[CH:12][CH:11]=2)=[N:6][CH:7]=1.[N+:18]([CH3:21])([O-:20])=[O:19].C([O-])(=O)C.[NH4+]>C(O)(=O)C>[F:1][C:2]1[CH:3]=[CH:4][C:5]([O:8][CH2:9][C:10]2[CH:17]=[CH:16][C:13](/[CH:14]=[CH:21]/[N+:18]([O-:20])=[O:19])=[CH:12][CH:11]=2)=[N:6][CH:7]=1 |f:2.3|. Reported procedure: A mixture of 4-(5-fluoro-pyridin-2-yloxymethyl)benzaldehyde (2.71 g, 11.7 mmol) described in Manufacturing Example 56-1-2, nitromethane (1.26 mL, 23.4 mmol), ammonium acetate (1.35 g, 17.6 mmol) and acetic acid (30 mL) was stirred for 10 hours at 100° C. This mixture was cooled to room temperature, concentrated under a reduced pressure, and diluted with ethyl acetate. The organic layer was washed with water, dried over anhydrous magnesium sulfate, and filtered. The filtrate was concentrated unde... Starting materials: FC(C1=CC=C(C=C1)S(=O)(=O)N=C=O)(F)F (4-trifluoromethylbenzenesulfonylisocyanate), NC1=C(C(=O)O)C=CC(=C1)Cl (2-amino-4-chlorobenzoic acid). Yields the product ClC1=CC=C2C(N(C(NC2=C1)=O)S(=O)(=O)C1=CC=C(C=C1)C(F)(F)F)=O (7-chloro-3-(4-trifluoromethylbenzenesulfonyl)-2,4(1H,3H)-quinazolinedione). The yield is 32.9%. Reaction SMILES: [F:1][C:2]([F:16])([F:15])[C:3]1[CH:8]=[CH:7][C:6]([S:9]([N:12]=[C:13]=[O:14])(=[O:11])=[O:10])=[CH:5][CH:4]=1.[NH2:17][C:18]1[CH:26]=[C:25]([Cl:27])[CH:24]=[CH:23][C:19]=1[C:20]([OH:22])=O>>[Cl:27][C:25]1[CH:26]=[C:18]2[C:19]([C:20](=[O:22])[N:12]([S:9]([C:6]3[CH:5]=[CH:4][C:3]([C:2]([F:16])([F:1])[F:15])=[CH:8][CH:7]=3)(=[O:10])=[O:11])[C:13](=[O:14])[NH:17]2)=[CH:23][CH:24]=1. Procedure: 1.67 g (6.67 mmol) of 4-trifluoromethylbenzenesulfonylisocyanate and 1.14 g (6.67 mmol) of 2-amino-4-chlorobenzoic acid were treated in the same way as in Example 1 to obtain 888 mg of the above-identified compound (yield 32.9%). Properties: colorless crystal, Melting point: >200° C. (decomposition), PMR (δppm, DMSO-d6):7.13 (1H,s), 7.23 (1H,d), 7.87 (1H,d), 8.06 (2H,d), 8.39 (2H,d), 11.78 (1H,br). Reactants: N(=[N+]=[N-])C1N=C(C2=C(N(C1=O)CC(F)(F)F)C=CC=C2)C2=CC=CC=C2 (3-azido-5-phenyl-1-(2,2,2-trifluoroethyl)-1H-benzo[e][1,4]diazepine-2-one), C1(=CC=CC=C1)P(C1=CC=CC=C1)C1=CC=CC=C1 (triphenylphosphine), O (water). Solvent: C1CCOC1 (THF). Reaction conditions: time 8 hour. The product is NC1N=C(C2=C(N(C1=O)CC(F)(F)F)C=CC=C2)C2=CC=CC=C2 (3-Amino-5-phenyl-1-(2,2,2-trifluoroethyl)-1H-benzo[e][1,4]diazepine-2-one). Reaction SMILES: [N:1]([CH:4]1[C:10](=[O:11])[N:9]([CH2:12][C:13]([F:16])([F:15])[F:14])[C:8]2[CH:17]=[CH:18][CH:19]=[CH:20][C:7]=2[C:6]([C:21]2[CH:26]=[CH:25][CH:24]=[CH:23][CH:22]=2)=[N:5]1)=[N+]=[N-].C1(P(C2C=CC=CC=2)C2C=CC=CC=2)C=CC=CC=1.O>C1COCC1>[NH2:1][CH:4]1[C:10](=[O:11])[N:9]([CH2:12][C:13]([F:16])([F:14])[F:15])[C:8]2[CH:17]=[CH:18][CH:19]=[CH:20][C:7]=2[C:6]([C:21]2[CH:26]=[CH:25][CH:24]=[CH:23][CH:22]=2)=[N:5]1. Procedure details: To a stirring solution of 3-azido-5-phenyl-1-(2,2,2-trifluoroethyl)-1H-benzo[e][1,4]diazepine-2-one (crude from above) in 1.3 L THF was added triphenylphosphine (109 g, 0.417 mol) and water (150 mL). This was stirred overnight at ambient temperature The reaction was then concentrated under reduced pressure, taken up in 1N HCl (1500 mL), and extracted with ethyl ether (2×500 mL). The combined organics were back extracted with 1N HCl (1×300 mL). The combined aqueous layers were back extracted with... Starting materials: C(C)(=O)C1=CC=CC=C1 (acetophenone), CC(=O)C (acetone). Run in CS(=O)C.O1CCCC1 (dimethyl sulfoxide tetrahydrofuran). The product is C1(=CC=CC=C1)C(CC(C)=O)=O (1-Phenylbutane-1,3-dione). Reaction SMILES: [C:1]([C:4]1[CH:9]=[CH:8][CH:7]=[CH:6][CH:5]=1)(=[O:3])[CH3:2].[CH3:10][C:11](C)=[O:12]>CS(C)=O.O1CCCC1>[C:4]1([C:1](=[O:3])[CH2:2][C:11](=[O:12])[CH3:10])[CH:9]=[CH:8][CH:7]=[CH:6][CH:5]=1 |f:2.3|. Procedure: The procedure of Example 1 is repeated, using in place of acetophenone 17.4 g of acetone and increasing the amount of solvent from 100 g to 150 g of dimethyl sulfoxide/tetrahydrofuran. The reactants are CCOC(=O)N1c2ccccc2C=CC1OCC, O=C(O)COCCCOc1ccccc1, NNC(=O)c1ccc(O)cc1. The product is NN(C(=O)COCCCOc1ccccc1)C(=O)c1ccc(O)cc1. RXN SMILES: [CH2:16]([O:17][CH:18]1[CH:19]=[CH:20][c:21]2[c:22]([cH:23][cH:24][cH:25][cH:26]2)[N:27]1[C:28]([O:29][CH2:30][CH3:31])=[O:32])[CH3:33].[O:1]([c:2]1[cH:3][cH:4][cH:5][cH:6][cH:7]1)[CH2:8][CH2:9][CH2:10][O:11][CH2:12][C:13](=[O:14])[OH:15].[OH:34][c:35]1[cH:36][cH:37][c:38]([C:39](=[O:40])[NH:41][NH2:42])[cH:43][cH:44]1>>[O:1]([c:2]1[cH:3][cH:4][cH:5][cH:6][cH:7]1)[CH2:8][CH2:9][CH2:10][O:11][CH2:12][C:13](=[O:15])[N:41]([C:39]([c:38]1[cH:37][cH:36][c:35]([OH:34])[cH:44][cH:43]1)=[O:40])[NH2:42].